This data is from the Open Reaction Database (ORD), a public repository of structured organic reaction records. The task is: describe an organic reaction: reactants, conditions, products, and yield The reactants are CCCCCC, CCOC(=O)N=NC(=O)OCC, C1CCOC1, OCc1ccccc1, c1ccc(P(c2ccccc2)c2ccccc2)cc1, O=C(O)c1ccc2[nH]ccc2c1. The product is O=C(OCc1ccccc1)c1ccc2[nH]ccc2c1. As a reaction SMILES: [CH3:57][CH2:58][CH2:59][CH2:60][CH2:61][CH3:62].[O:40]=[C:41]([O:42][CH2:43][CH3:44])[N:45]=[N:46][C:47]([O:48][CH2:49][CH3:50])=[O:51].[O:52]1[CH2:53][CH2:54][CH2:55][CH2:56]1.[OH:13][CH2:14][c:15]1[cH:16][cH:17][cH:18][cH:19][cH:20]1.[c:21]1([P:22]([c:23]2[cH:24][cH:25][cH:26][cH:27][cH:28]2)[c:29]2[cH:30][cH:31][cH:32][cH:33][cH:34]2)[cH:35][cH:36][cH:37][cH:38][cH:39]1.[nH:1]1[cH:2][cH:3][c:4]2[cH:5][c:6]([C:10](=[O:11])[OH:12])[cH:7][cH:8][c:9]12>>[nH:1]1[cH:2][cH:3][c:4]2[cH:5][c:6]([C:10](=[O:11])[O:12][CH2:14][c:15]3[cH:16][cH:17][cH:18][cH:19][cH:20]3)[cH:7][cH:8][c:9]12.